Dataset: the Open Reaction Database (ORD), a public repository of structured organic reaction records. Task: describe an organic reaction: reactants, conditions, products, and yield The reactants are FC1=C(C(=O)N(NC(=O)OC(C)(C)C)C)C=CC(=C1)[N+](=O)[O-] (tert-butyl 2-(2-fluoro-4-nitrobenzoyl)-2-methylhydrazinecarboxylate). The solvent is Cl.O1CCOCC1 (hydrochloric acid dioxane). The product is FC1=C(C(=O)N(N)C)C=CC(=C1)[N+](=O)[O-] (2-Fluoro-N-methyl-4-nitrobenzohydrazide). Reaction SMILES: [F:1][C:2]1[CH:19]=[C:18]([N+:20]([O-:22])=[O:21])[CH:17]=[CH:16][C:3]=1[C:4]([N:6]([CH3:15])[NH:7]C(OC(C)(C)C)=O)=[O:5]>Cl.O1CCOCC1>[F:1][C:2]1[CH:19]=[C:18]([N+:20]([O-:22])=[O:21])[CH:17]=[CH:16][C:3]=1[C:4]([N:6]([CH3:15])[NH2:7])=[O:5] |f:1.2|. Procedure: A solution of 3.6 g (11.5 mmol) of tert-butyl 2-(2-fluoro-4-nitrobenzoyl)-2-methylhydrazinecarboxylate in 57 ml of 4-molar hydrochloric acid/dioxane solution was stirred at RT for 3 h. The reaction mixture was concentrated under reduced pressure and the residue was taken up in ethyl acetate and washed with saturated aqueous sodium bicarbonate solution. The organic phase was dried (sodium sulphate), filtered and concentrated under reduced pressure. Yield: 2.0 g (81% of theory) Starting materials: CC(=O)OCCBr, CC#N, c1ccncc1. The product is [Br-], CC(=O)OCC[n+]1ccccc1. As a reaction SMILES: [C:1]([CH3:2])(=[O:3])[O:4][CH2:5][CH2:6][Br:7].[CH3:14][C:15]#[N:16].[cH:8]1[cH:9][cH:10][n:11][cH:12][cH:13]1>>[Br-:7].[C:1]([CH3:2])(=[O:3])[O:4][CH2:5][CH2:6][n+:11]1[cH:10][cH:9][cH:8][cH:13][cH:12]1.